The task is: describe an organic reaction: reactants, conditions, products, and yield. This data is from the Open Reaction Database (ORD), a public repository of structured organic reaction records. Reactants: IC=1C=CC(=NC1)N1CCN(CC1)C (1-(5-iodo-pyridin-2-yl)-4-methyl-piperazine), ClC1=CC=C(C=C1)C=1C=CC(=NC1)C#C (5-(4-chloro-phenyl)-2-ethynyl-pyridine). Product: ClC1=CC=C(C=C1)C=1C=CC(=NC1)C#CC=1C=CC(=NC1)N1CCN(CC1)C (1-{5-[5-(4-chloro-phenyl)-pyridin-2-ylethynyl]-pyridin-2-yl}-4-methyl-piperazine). RXN SMILES: I[C:2]1[CH:3]=[CH:4][C:5]([N:8]2[CH2:13][CH2:12][N:11]([CH3:14])[CH2:10][CH2:9]2)=[N:6][CH:7]=1.[Cl:15][C:16]1[CH:21]=[CH:20][C:19]([C:22]2[CH:23]=[CH:24][C:25]([C:28]#[CH:29])=[N:26][CH:27]=2)=[CH:18][CH:17]=1>>[Cl:15][C:16]1[CH:17]=[CH:18][C:19]([C:22]2[CH:23]=[CH:24][C:25]([C:28]#[C:29][C:2]3[CH:3]=[CH:4][C:5]([N:8]4[CH2:13][CH2:12][N:11]([CH3:14])[CH2:10][CH2:9]4)=[N:6][CH:7]=3)=[N:26][CH:27]=2)=[CH:20][CH:21]=1. Procedure: Prepared according to general working method I from 1-(5-iodo-pyridin-2-yl)-4-methyl-piperazine (235 mg, 0.78 mmol) and 5-(4-chloro-phenyl)-2-ethynyl-pyridine (167 mg, 0.78 mmol). Reactants: C(C)OC(=O)C=1N=C(NC1C)SCC(OCC)OCC (2-(2,2-diethoxy-ethylsulfanyl)-5-methyl-1H-imidazole-4-carboxylic acid ethyl ester), C(=O)([O-])[O-].[Na+].[Na+] (Na2CO3). The solvent is Cl (HCl). Reaction conditions: time 1 hour. Product: C(C)OC(=O)C=1N=C2SCC(N2C1C)O (3-hydroxy-5-methyl-2,3-dihydro-imidazo[2,1-b]thiazole-6-carboxylic Acid Ethyl Ester). Reaction SMILES: [CH2:1]([O:3][C:4]([C:6]1[N:7]=[C:8]([S:12][CH2:13][CH:14]([O:18]CC)OCC)[NH:9][C:10]=1[CH3:11])=[O:5])[CH3:2].C([O-])([O-])=O.[Na+].[Na+]>Cl>[CH2:1]([O:3][C:4]([C:6]1[N:7]=[C:8]2[N:9]([C:10]=1[CH3:11])[CH:14]([OH:18])[CH2:13][S:12]2)=[O:5])[CH3:2] |f:1.2.3|. Reported procedure: A mixture of 2-(2,2-diethoxy-ethylsulfanyl)-5-methyl-1H-imidazole-4-carboxylic acid ethyl ester (10.0 mmol) in aq. HCl (15%, 8.0 mL) is stirred for 1 h at RT and neutralized by addition of aq. Na2CO3 solution. The obtained precipitate is filtered off to give the desired product which is used without further purification. Reactants: C(C)(=O)C(C(=O)OC(CN1CCCCC1)C1=CC=CC=C1)=CC1=CC(=CC=C1)[N+](=O)[O-] (1-phenyl-2-piperidinoethyl α-acetyl-3-nitrocinnamate), [N+](=O)([O-])C=1C=C(C=O)C=CC1 (3-nitrobenzaldehyde), C(CC(=O)C)(=O)OC(CN1CCCCC1)C1=CC=CC=C1 (1-phenyl-2-piperidinoethyl acetoacetate), NC1=NNC=C1 (3-aminopyrazole). The solvent is C(C)O (ethanol). Conditions: temperature 50 celsius, time 3 hour. The product is CC=1NC=2N(C(C1C(=O)OC(CN1CCCCC1)C1=CC=CC=C1)C1=CC(=CC=C1)[N+](=O)[O-])N=CC2 (1-phenyl-2-piperidinoethyl 5-methyl-7-(3-nitrophenyl)-4,7-dihydropyrazolo[1,5-a]pyrimidine-6-carboxylate). As a reaction SMILES: [C:1]([C:4](=[CH:22][C:23]1[CH:28]=[CH:27][CH:26]=[C:25]([N+:29]([O-:31])=[O:30])[CH:24]=1)[C:5]([O:7][CH:8]([C:16]1[CH:21]=[CH:20][CH:19]=[CH:18][CH:17]=1)[CH2:9][N:10]1[CH2:15][CH2:14][CH2:13][CH2:12][CH2:11]1)=[O:6])(=O)[CH3:2].[N+](C1C=C(C=CC=1)C=O)([O-])=O.C(OC(C1C=CC=CC=1)CN1CCCCC1)(=O)CC(C)=O.[NH2:64][C:65]1[CH:69]=[CH:68][NH:67][N:66]=1>C(O)C>[CH3:2][C:1]1[NH:64][C:65]2[N:66]([N:67]=[CH:68][CH:69]=2)[CH:22]([C:23]2[CH:28]=[CH:27][CH:26]=[C:25]([N+:29]([O-:31])=[O:30])[CH:24]=2)[C:4]=1[C:5]([O:7][CH:8]([C:16]1[CH:21]=[CH:20][CH:19]=[CH:18][CH:17]=1)[CH2:9][N:10]1[CH2:15][CH2:14][CH2:13][CH2:12][CH2:11]1)=[O:6]. Procedure details: To 1-phenyl-2-piperidinoethyl α-acetyl-3-nitrocinnamate prepared from 7.5 g of 3-nitrobenzaldehyde and 14.5 g of 1-phenyl-2-piperidinoethyl acetoacetate is added a solution of 4.2 g of 3-aminopyrazole in ethanol, and then stirred at 50° C. for 3 hours. The mixture is concentrated at reduced pressure, and the residue is purified by column chromatography on silica gel with chloroform-ethyl acetate-ethanol eluents to give two forms of diastereromers. The initally eluated solution is concentrated an... Reactants: CC(=O)OC1C(COC(=O)c2ccccc2)OC(Br)C1F, ClCCl, CN([SiH](C)C)[Si](C)(C)C, Nc1nc(=O)[nH]cc1Cl, [NH4+], [NH4+], O=S(=O)([O-])[O-]. Yields the product CC(=O)OC1C(COC(=O)c2ccccc2)OC(n2cc(Cl)c(N)nc2=O)C1F. As a reaction SMILES: [C:1]([CH3:2])(=[O:3])[O:4][CH:5]1[CH:6]([F:21])[CH:7]([Br:20])[O:8][CH:9]1[CH2:10][O:11][C:12]([c:13]1[cH:14][cH:15][cH:16][cH:17][cH:18]1)=[O:19].[CH2:38]([Cl:39])[Cl:40].[CH3:41][SiH:42]([CH3:43])[N:44]([CH3:45])[Si:46]([CH3:47])([CH3:48])[CH3:49].[Cl:22][c:23]1[c:24]([NH2:30])[n:25][c:26](=[O:29])[nH:27][cH:28]1.[NH4+:31].[NH4+:32].[O-:33][S:34](=[O:35])(=[O:36])[O-:37]>>[C:1]([CH3:2])(=[O:3])[O:4][CH:5]1[CH:6]([F:21])[CH:7]([n:27]2[c:26](=[O:29])[n:25][c:24]([NH2:30])[c:23]([Cl:22])[cH:28]2)[O:8][CH:9]1[CH2:10][O:11][C:12]([c:13]1[cH:14][cH:15][cH:16][cH:17][cH:18]1)=[O:19]. Starting materials: CCCCCC1CC1CC1CC1CCCCCCCC(=O)OC, CCOC(C)=O, [Cl-], [Li+], [NH4+], C1COCCO1, [OH-]. Yields the product CCCCCC1CC1CC1CC1CCCCCCCC(=O)O. Reaction SMILES: [CH3:1][O:2][C:3]([CH2:4][CH2:5][CH2:6][CH2:7][CH2:8][CH2:9][CH2:10][CH:11]1[CH:12]([CH2:14][CH:15]2[CH:16]([CH2:18][CH2:19][CH2:20][CH2:21][CH3:22])[CH2:17]2)[CH2:13]1)=[O:23].[CH3:34][CH2:35][O:36][C:37](=[O:38])[CH3:39].[Cl-:32].[Li+:24].[NH4+:33].[O:26]1[CH2:27][CH2:28][O:29][CH2:30][CH2:31]1.[OH-:25]>>[O:2]=[C:3]([CH2:4][CH2:5][CH2:6][CH2:7][CH2:8][CH2:9][CH2:10][CH:11]1[CH:12]([CH2:14][CH:15]2[CH:16]([CH2:18][CH2:19][CH2:20][CH2:21][CH3:22])[CH2:17]2)[CH2:13]1)[OH:23]. RXN SMILES: [CH2:1]([c:2]1[cH:3][cH:4][cH:5][cH:6][cH:7]1)[O:8][C:9](=[O:10])[c:11]1[c:12]([CH3:24])[nH:13][c:14]2[cH:15][cH:16][c:17]([O:20][CH2:21][CH2:22][Cl:23])[cH:18][c:19]12.[CH3:36][C:37]#[N:38].[Cl:39][CH2:40][Cl:41].[NH:25]1[CH:26]([c:30]2[cH:31][n:32][cH:33][cH:34][cH:35]2)[CH2:27][CH2:28][CH2:29]1>>[CH2:1]([c:2]1[cH:3][cH:4][cH:5][cH:6][cH:7]1)[O:8][C:9](=[O:10])[c:11]1[c:12]([CH3:24])[nH:13][c:14]2[cH:15][cH:16][c:17]([O:20][CH2:21][CH2:22][N:25]3[CH:26]([c:30]4[cH:31][n:32][cH:33][cH:34][cH:35]4)[CH2:27][CH2:28][CH2:29]3)[cH:18][c:19]12. Yields the product Cc1[nH]c2ccc(OCCN3CCCC3c3cccnc3)cc2c1C(=O)OCc1ccccc1. The reactants are Cc1[nH]c2ccc(OCCCl)cc2c1C(=O)OCc1ccccc1, CC#N, ClCCl, c1cncc(C2CCCN2)c1. Starting materials: IC=1C=CC(=C(C1)N)C (5-iodo-2-methyl-phenylamine), C(C)(=O)OC(C)=O (acetic anhydride). Solvent: C(Cl)Cl (CH2Cl2). Run at temperature 50 celsius. Product: IC=1C=CC(=C(C1)NC(C)=O)C (N-(5-Iodo-2-methyl-phenyl)-acetamide). As a reaction SMILES: [I:1][C:2]1[CH:3]=[CH:4][C:5]([CH3:9])=[C:6]([NH2:8])[CH:7]=1.[C:10](OC(=O)C)(=[O:12])[CH3:11]>C(Cl)Cl>[I:1][C:2]1[CH:3]=[CH:4][C:5]([CH3:9])=[C:6]([NH:8][C:10](=[O:12])[CH3:11])[CH:7]=1. Procedure details: A solution of 5-iodo-2-methyl-phenylamine (20.4 g, 87.6 mmol) in 200 mL of dry CH2Cl2 was cooled to 0° C. and acetic anhydride (16.5 mL, 175 mmol) was added dropwise. The mixture was heated to 50° C. for 2 h and then cooled to 22° C. The resulting white precipitate was filtered to give c (18.4 g, 76%): MS m/z=276 (M+H). Starting materials: C1(CCCCC1)N1C(C2=CC(=CC=C2C1)N1CCN(CC1)CCCCC1(C2=CC=CC=C2C=2C=CC=CC12)C(=O)OCC)=O (2-Cyclohexyl-6-[4-[4-(9-ethoxycarbonyl-9H-fluoren-9-yl)-butyl]piperazin-1-yl]-2,3-dihydro-1H-isoindol-1-one), Cl (HCl), C1CCOC1 (THF), [OH-].[Na+] (NaOH). The solvent is CO (methanol). Run at temperature 65 celsius, time 3 hour. Product: C(=O)(O)C1(C2=CC=CC=C2C=2C=CC=CC12)CCCCN1CCN(CC1)C1=CC=C2CN(C(C2=C1)=O)C1CCCCC1 (6-[4-[4-(9-Carboxy-9H-fluoren-9-yl) butyl]piperazin-1-yl]-2-cyclohexyl-2,3-dihydro-1H-isoindol-1-one). Yield: 60.9%. Reaction SMILES: [CH:1]1([N:7]2[CH2:15][C:14]3[C:9](=[CH:10][C:11]([N:16]4[CH2:21][CH2:20][N:19]([CH2:22][CH2:23][CH2:24][CH2:25][C:26]5([C:39]([O:41]CC)=[O:40])[C:38]6[CH:37]=[CH:36][CH:35]=[CH:34][C:33]=6[C:32]6[C:27]5=[CH:28][CH:29]=[CH:30][CH:31]=6)[CH2:18][CH2:17]4)=[CH:12][CH:13]=3)[C:8]2=[O:44])[CH2:6][CH2:5][CH2:4][CH2:3][CH2:2]1.C1COCC1.[OH-].[Na+].Cl>CO>[C:39]([C:26]1([CH2:25][CH2:24][CH2:23][CH2:22][N:19]2[CH2:20][CH2:21][N:16]([C:11]3[CH:10]=[C:9]4[C:14]([CH2:15][N:7]([CH:1]5[CH2:6][CH2:5][CH2:4][CH2:3][CH2:2]5)[C:8]4=[O:44])=[CH:13][CH:12]=3)[CH2:17][CH2:18]2)[C:27]2[CH:28]=[CH:29][CH:30]=[CH:31][C:32]=2[C:33]2[C:38]1=[CH:37][CH:36]=[CH:35][CH:34]=2)([OH:41])=[O:40] |f:2.3|. Reported procedure: The compound (50 mg) prepared in Example 129 was dissolved in a mixed solvent composed of THF (0.3 ml) and methanol (0.3 ml). 1 N NaOH (0.3 ml) was added to the solution, and the mixture was heated at 65° C. with stirring for 3 hr. The temperature of the reaction solution was returned to room temperature, and 1 N HCl was then added thereto, followed by extraction with chloroform. The extract was dried over anhydrous MgSO4. The solvent was then removed by distillation under the reduced pressure. ... Run at time 1 hour. The reagents and catalysts are [Pd] (Pd). Isolated yield 54.1%. Reactants: C(C)OC([C@@H](C[C@@H](CC1=CC=C(C=C1)Br)NC(=O)C=1N=NN(C1)O)O)=O ((2R,4R)-5-(4-Bromophenyl)-2-hydroxy-4-[(1-hydroxy-1H-1,2,3-triazole-4-carbonyl)amino]pentanoic acid ethyl ester), CCO (EtOH), O (water), ClC=1C=CC(=C(C1)B(O)O)F (5-chloro-2-fluorophenylboronic acid), C(=O)([O-])[O-].[K+].[K+] (K2CO3), [Li+].[OH-] (LiOH), O (water). Reaction SMILES: C([O:3][C:4](=[O:26])[C@H:5]([OH:25])[CH2:6][C@H:7]([NH:16][C:17]([C:19]1[N:20]=[N:21][N:22]([OH:24])[CH:23]=1)=[O:18])[CH2:8][C:9]1[CH:14]=[CH:13][C:12](Br)=[CH:11][CH:10]=1)C.[Cl:27][C:28]1[CH:29]=[CH:30][C:31]([F:37])=[C:32](B(O)O)[CH:33]=1.C([O-])([O-])=O.[K+].[K+].CCO.O.[Li+].[OH-]>[Pd]>[Cl:27][C:28]1[CH:33]=[CH:32][C:31]([F:37])=[C:30]([C:12]2[CH:11]=[CH:10][C:9]([CH2:8][C@@H:7]([NH:16][C:17]([C:19]3[N:20]=[N:21][N:22]([OH:24])[CH:23]=3)=[O:18])[CH2:6][C@@H:5]([OH:25])[C:4]([OH:3])=[O:26])=[CH:14][CH:13]=2)[CH:29]=1 |f:2.3.4,7.8|. Yields the product ClC=1C=CC(=C(C1)C1=CC=C(C=C1)C[C@H](C[C@H](C(=O)O)O)NC(=O)C=1N=NN(C1)O)F ((2R,4R)-5-(5′-Chloro-2′-fluorobiphenyl-4-yl)-2-hydroxy-4-[(1-hydroxy-1H-[1,2,3]triazole-4-carbonyl)amino]pentanoic Acid). Procedure: (2R,4R)-5-(4-Bromophenyl)-2-hydroxy-4-[(1-hydroxy-1H-1,2,3-triazole-4-carbonyl)amino]pentanoic acid ethyl ester (30 mg, 70 μmol) was combined with 5-chloro-2-fluorophenylboronic acid (22 mg, 126 μmol), K2CO3 (29.1 mg, 211 μmol), EtOH (0.8 mL, 10 mmol), and water (0.2 mL, 10 mmol). SilicaCat DPP-Pd (0.28 mmol/g loading; 25.1 mg, 7.0 μmol) was added the last. The resulting mixture was microwaved at 100° C. for 10 minutes. 1 M LiOH in water (281 μL, 281 μmol) was added, and the resulting mixture wa...